From a dataset of the Open Reaction Database (ORD), a public repository of structured organic reaction records. describe an organic reaction: reactants, conditions, products, and yield Reactants: CC(C)(C)OC(=O)NC1CCc2ccccc2NC1=O, CCOC(C)=O, O=C1CCC(=O)N1Cl. The product is CC(C)(C)OC(=O)NC1CCc2cc(Cl)ccc2NC1=O. As a reaction SMILES: [C:1]([CH3:2])([CH3:3])([CH3:4])[O:5][C:6]([NH:7][CH:8]1[CH2:9][CH2:10][c:11]2[c:12]([cH:16][cH:17][cH:18][cH:19]2)[NH:13][C:14]1=[O:15])=[O:20].[CH3:29][CH2:30][O:31][C:32](=[O:33])[CH3:34].[Cl:21][N:22]1[C:23](=[O:24])[CH2:25][CH2:26][C:27]1=[O:28]>>[C:1]([CH3:2])([CH3:3])([CH3:4])[O:5][C:6]([NH:7][CH:8]1[CH2:9][CH2:10][c:11]2[c:12]([cH:16][cH:17][c:18]([Cl:21])[cH:19]2)[NH:13][C:14]1=[O:15])=[O:20]. Starting materials: NCC1=CC=C(C(=O)N(C2=C(C=CC=C2)OC)CCN2CCC(CC2)C(C2=CC=C(C=C2)F)=O)C=C1 (4-aminomethyl-N-{2-[4-(4-fluorobenzoyl)piperidino]ethyl}-N-(2-methoxyphenyl)benzamide), ClC(=O)OCC (ethyl chloroformate). The product is C(C)OC(=O)NCC1=CC=C(C(=O)N(C2=C(C=CC=C2)OC)CCN2CCC(CC2)C(C2=CC=C(C=C2)F)=O)C=C1 (4-(Ethoxycarbonylamino)methyl-N-{2-[4-(4-fluorobenzoyl)piperidino]ethyl}-N-(2-methoxyphenyl)benzamide). The yield is 72.4%. Reaction SMILES: [NH2:1][CH2:2][C:3]1[CH:36]=[CH:35][C:6]([C:7]([N:9]([CH2:18][CH2:19][N:20]2[CH2:25][CH2:24][CH:23]([C:26](=[O:34])[C:27]3[CH:32]=[CH:31][C:30]([F:33])=[CH:29][CH:28]=3)[CH2:22][CH2:21]2)[C:10]2[CH:15]=[CH:14][CH:13]=[CH:12][C:11]=2[O:16][CH3:17])=[O:8])=[CH:5][CH:4]=1.Cl[C:38]([O:40][CH2:41][CH3:42])=[O:39]>>[CH2:41]([O:40][C:38]([NH:1][CH2:2][C:3]1[CH:4]=[CH:5][C:6]([C:7]([N:9]([CH2:18][CH2:19][N:20]2[CH2:25][CH2:24][CH:23]([C:26](=[O:34])[C:27]3[CH:28]=[CH:29][C:30]([F:33])=[CH:31][CH:32]=3)[CH2:22][CH2:21]2)[C:10]2[CH:15]=[CH:14][CH:13]=[CH:12][C:11]=2[O:16][CH3:17])=[O:8])=[CH:35][CH:36]=1)=[O:39])[CH3:42]. Reported procedure: Using 4-aminomethyl-N-{2-[4-(4-fluorobenzoyl)piperidino]ethyl}-N-(2-methoxyphenyl)benzamide (60 mg, 0.123 mmol) and ethyl chloroformate (13 μl, 0.136 mmol), the procedure of Inventive Example 94 was repeated to obtain 50 mg (72.7%) of the title compound in a colorless amorphous form. The reactants are C(C)O (Ethanol), COC=1C=C2C=C3C(=NC2=CC1)N(N=C3C#N)C (6-methoxy-1-methyl-1H-pyrazolo[3,4-b]quinoline-3-carbonitrile), [H-].[Al+3].[Li+].[H-].[H-].[H-] (lithium aluminum hydride). Reagents/catalysts: [Pd] (palladium-on-carbon). The solvent is C1(=CC=CC=C1)C (toluene), O1CCCC1 (tetrahydrofuran). Yields the product COC1=CC=C2C=C3C(=NC2=C1)N(N=C3CN)C (7-methoxy-1-methyl-1H-pyrazolo[3,4-b]quinoline-3-methanamine). As a reaction SMILES: CO[C:3]1[CH:4]=[C:5]2[C:10](=[CH:11][CH:12]=1)[N:9]=[C:8]1[N:13]([CH3:18])[N:14]=[C:15]([C:16]#[N:17])[C:7]1=[CH:6]2.[H-].[Al+3].[Li+].[H-].[H-].[H-].[CH2:25]([OH:27])C>O1CCCC1.C1(C)C=CC=CC=1.[Pd]>[CH3:25][O:27][C:12]1[CH:11]=[C:10]2[C:5]([CH:6]=[C:7]3[C:15]([CH2:16][NH2:17])=[N:14][N:13]([CH3:18])[C:8]3=[N:9]2)=[CH:4][CH:3]=1 |f:1.2.3.4.5.6|. Procedure: A mixture of 8.6 g 6-methoxy-1-methyl-1H-pyrazolo[3,4-b]quinoline-3-carbonitrile (Example 33) and 3.8 g lithium aluminum hydride in 500 ml tetrahydrofuran was stirred at room temperature for about sixteen hours. The crude product was isolated and dissolved in 200 ml toluene. Ethanol (10 ml) and 2 g palladium-on-carbon catalyst (10%) was added, and the mixture was heated to reflux and stirred for about sixteen hours. The reaction mixture was filtered and concentrated, and the residue was chromato... Reactants: C(C=C)Br (allyl bromide), FC1=C(C=C(C=C1)[N+](=O)[O-])[C@]1(N=C(C(S(C1)(=O)=O)(C)C)NC(OC(C)(C)C)=O)C ((R)-tert-butyl (5-(2-fluoro-5-nitrophenyl)-2,2,5-trimethyl-1,1-dioxido-5,6-dihydro-2H-1,4-thiazin-3-yl)carbamate), C[Si](C)(C)[N-][Si](C)(C)C.[K+] (potassium bis(trimethylsilyl)amide). The solvent is C1CCOC1 (THF), C1CCOC1 (THF). Conditions: temperature -78 celsius, time 30 minute. Product: C(C=C)[C@@H]1[C@@](N=C(C(S1(=O)=O)(C)C)NC(OC(C)(C)C)=O)(C)C1=C(C=CC(=C1)[N+](=O)[O-])F (tert-butyl ((5R,6R)-6-allyl-5-(2-fluoro-5-nitrophenyl)-2,2,5-trimethyl-1,1-dioxido-5,6-dihydro-2H-1,4-thiazin-3-yl)carbamate), C(C=C)[C@H]1[C@@](N=C(C(S1(=O)=O)(C)C)NC(OC(C)(C)C)=O)(C)C1=C(C=CC(=C1)[N+](=O)[O-])F (tert-butyl ((5R,6S)-6-allyl-5-(2-fluoro-5-nitrophenyl)-2,2,5-trimethyl-1,1-dioxido-5,6-dihydro-2H-1,4-thiazin-3-yl)carbamate). The yield is 25.9%. Reaction SMILES: [F:1][C:2]1[CH:7]=[CH:6][C:5]([N+:8]([O-:10])=[O:9])=[CH:4][C:3]=1[C@:11]1([CH3:29])[CH2:16][S:15](=[O:18])(=[O:17])[C:14]([CH3:20])([CH3:19])[C:13]([NH:21][C:22](=[O:28])[O:23][C:24]([CH3:27])([CH3:26])[CH3:25])=[N:12]1.C[Si]([N-][Si](C)(C)C)(C)C.[K+].[CH2:40](Br)[CH:41]=[CH2:42]>C1COCC1>[CH2:42]([C@H:16]1[S:15](=[O:18])(=[O:17])[C:14]([CH3:20])([CH3:19])[C:13]([NH:21][C:22](=[O:28])[O:23][C:24]([CH3:27])([CH3:26])[CH3:25])=[N:12][C@@:11]1([C:3]1[CH:4]=[C:5]([N+:8]([O-:10])=[O:9])[CH:6]=[CH:7][C:2]=1[F:1])[CH3:29])[CH:41]=[CH2:40].[CH2:42]([C@@H:16]1[S:15](=[O:18])(=[O:17])[C:14]([CH3:20])([CH3:19])[C:13]([NH:21][C:22](=[O:28])[O:23][C:24]([CH3:27])([CH3:26])[CH3:25])=[N:12][C@@:11]1([C:3]1[CH:4]=[C:5]([N+:8]([O-:10])=[O:9])[CH:6]=[CH:7][C:2]=1[F:1])[CH3:29])[CH:41]=[CH2:40] |f:1.2|. Procedure: To a solution of (R)-tert-butyl (5-(2-fluoro-5-nitrophenyl)-2,2,5-trimethyl-1,1-dioxido-5,6-dihydro-2H-1,4-thiazin-3-yl)carbamate (600 mg, 1.397 mmol) in THF (14 ml) was added potassium bis(trimethylsilyl)amide, (1M in THF) (8.38 ml, 8.38 mmol) dropwise at −78° C. and the mixture was stirred for 30 min at −78° C. Neat allyl bromide (0.363 ml, 4.19 mmol) was then added dropwise and the mixture was stirred for 30 min. The reaction mixture was quenched with sat. aq. NH4Cl solution at −78° C., then ... Starting materials: Nc1ccccc1C(=O)Nc1ncc(Cl)cn1, O=C(Cl)C1CCN(c2ccncc2)CC1. Yields the product O=C(Nc1ncc(Cl)cn1)c1ccccc1NC(=O)C1CCN(c2ccncc2)CC1. Reaction SMILES: [Cl:1][c:2]1[cH:3][n:4][c:5]([NH:8][C:9]([c:10]2[c:11]([NH2:16])[cH:12][cH:13][cH:14][cH:15]2)=[O:17])[n:6][cH:7]1.[n:18]1[cH:19][cH:20][c:21]([N:24]2[CH2:25][CH2:26][CH:27]([C:30](=[O:31])[Cl:32])[CH2:28][CH2:29]2)[cH:22][cH:23]1>>[Cl:1][c:2]1[cH:3][n:4][c:5]([NH:8][C:9]([c:10]2[c:11]([NH:16][C:30]([CH:27]3[CH2:26][CH2:25][N:24]([c:21]4[cH:20][cH:19][n:18][cH:23][cH:22]4)[CH2:29][CH2:28]3)=[O:31])[cH:12][cH:13][cH:14][cH:15]2)=[O:17])[n:6][cH:7]1. Reactants: ClC1=C(C(=CC2=CC=CC=C12)C)[C@@H](CO)O ((S)-1-(1-chloro-3-methylnaphthalen-2-yl)ethane-1,2-diol), ClCCl (dichloromethane), C(C(C)(C)C)(=O)Cl (pivaloyl chloride), C(C(C)(C)C)(=O)Cl (pivaloyl chloride). Run in N1=CC=CC=C1 (pyridine). Conditions: time 18 hour. Product: C(C(C)(C)C)(=O)OC[C@@H](O)C1=C(C2=CC=CC=C2C=C1C)Cl ((S)-2-(1-chloro-3-methylnaphthalen-2-yl)-2-hydroxyethyl pivalate). Yield: 91.3%. As a reaction SMILES: [Cl:1][C:2]1[C:11]2[C:6](=[CH:7][CH:8]=[CH:9][CH:10]=2)[CH:5]=[C:4]([CH3:12])[C:3]=1[C@H:13]([OH:16])[CH2:14][OH:15].ClCCl.[C:20](Cl)(=[O:25])[C:21]([CH3:24])([CH3:23])[CH3:22]>N1C=CC=CC=1>[C:20]([O:15][CH2:14][C@H:13]([C:3]1[C:4]([CH3:12])=[CH:5][C:6]2[C:11](=[CH:10][CH:9]=[CH:8][CH:7]=2)[C:2]=1[Cl:1])[OH:16])(=[O:25])[C:21]([CH3:24])([CH3:23])[CH3:22]. Procedure details: To a solution of (S)-1-(1-chloro-3-methylnaphthalen-2-yl)ethane-1,2-diol (4E) (0.920 g, 3.89 mmol) in pyridine (5.0 mL)/dichloromethane (15.0 mL) was added pivaloyl chloride (0.574 mL, 4.67 mmol). The reaction mixture was stirred for 18 h at room temperature. The reaction was incomplete and additional pivaloyl chloride (0.574 mL, 4.67 mmol) was added. After stirring for 1 h, the reaction mixture was quenched with 1 N HCl and diluted with ethyl acetate. The organic layer was washed with 1 N HCl, ... Starting materials: S1C(=CC=C1)C=1C(NC(NC1)=O)=O (5-(thiophen-2-yl)pyrimidine-2,4(1H,3H)-dione), BrCCCCl (1-bromo-3-chloropropane), C([O-])([O-])=O.[K+].[K+] (potassium carbonate). Run in CN(C)C=O (DMF), O (water). Reaction conditions: time 7 hour. Yields the product ClCCCN1C(NC(C(=C1)C=1SC=CC1)=O)=O (1-(3-chloropropyl)-5-(thiophen-2-yl)pyrimidine-2,4(1H,3H)-dione). Yield: 21.5%. As a reaction SMILES: [S:1]1[CH:5]=[CH:4][CH:3]=[C:2]1[C:6]1[C:7](=[O:13])[NH:8][C:9](=[O:12])[NH:10][CH:11]=1.Br[CH2:15][CH2:16][CH2:17][Cl:18].C(=O)([O-])[O-].[K+].[K+]>CN(C=O)C.O>[Cl:18][CH2:17][CH2:16][CH2:15][N:10]1[CH:11]=[C:6]([C:2]2[S:1][CH:5]=[CH:4][CH:3]=2)[C:7](=[O:13])[NH:8][C:9]1=[O:12] |f:2.3.4|. Procedure details: A mixture of 5-(thiophen-2-yl)pyrimidine-2,4(1H,3H)-dione (Prep22, 1 g, 5.15 mmol), 1-bromo-3-chloropropane (0.81 g, 5.15 mmol) and potassium carbonate (0.71 g, 5.15 mmol) in DMF (10 ml) was stirred at room temperature for 7 hours, then the mixture was diluted with water and extracted with ethyl acetate. Organic phase was evaporated and the crude was purified by a FC (eluent P:E=3:1, 1:1) to afford the title compound (300 mg, y=21%)